This data is from the Open Reaction Database (ORD), a public repository of structured organic reaction records. The task is: describe an organic reaction: reactants, conditions, products, and yield The product is O1CCN(CC1)C(=O)O[C@H](C(=O)O)CC1=CC=CC=C1 (2(S)-morpholinocarbonyloxy-3-phenylpropionic acid). Reported procedure: A solution of benzyl 2(S)-morpholinocarbonyloxy-3-phenylpropionate (300 mg) in methanol (20 ml) was hydrogenated over 10% palladium on carbon (30 mg) at 3 atmospheric pressure of hydrogen for 1 hour. The solution was filtered and concentrated in vacuo to give 2(S)-morpholinocarbonyloxy-3-phenylpropionic acid (220 mg) as an oil. Run in CO (methanol). RXN SMILES: [O:1]1[CH2:6][CH2:5][N:4]([C:7]([O:9][C@@H:10]([CH2:21][C:22]2[CH:27]=[CH:26][CH:25]=[CH:24][CH:23]=2)[C:11]([O:13]CC2C=CC=CC=2)=[O:12])=[O:8])[CH2:3][CH2:2]1.[H][H]>CO.[Pd]>[O:1]1[CH2:6][CH2:5][N:4]([C:7]([O:9][C@@H:10]([CH2:21][C:22]2[CH:27]=[CH:26][CH:25]=[CH:24][CH:23]=2)[C:11]([OH:13])=[O:12])=[O:8])[CH2:3][CH2:2]1. The yield is 97.0%. Reagents/catalysts: [Pd] (palladium on carbon). Starting materials: O1CCN(CC1)C(=O)O[C@H](C(=O)OCC1=CC=CC=C1)CC1=CC=CC=C1 (benzyl 2(S)-morpholinocarbonyloxy-3-phenylpropionate), [H][H] (hydrogen).